describe an organic reaction: reactants, conditions, products, and yield From a dataset of the Open Reaction Database (ORD), a public repository of structured organic reaction records. Reactants: ClC1CC2C(C(=O)OC2=O)C=C1 (4-chlorotetrahydrophthalic anhydride), ClC1=C(C=C(C=C1)Cl)Cl (1,2,4-trichlorobenzene), ClC=1C=C2C(C(=O)OC2=O)=CC1 (4-chlorophthalic anhydride). Run at temperature 190 celsius. Product: C1(C=2C(C(=O)O1)=CC=CC2)=O (phthalic anhydride). RXN SMILES: Cl[CH:2]1[CH:12]=[CH:11][CH:5]2[C:6]([O:8][C:9](=[O:10])[CH:4]2[CH2:3]1)=[O:7].ClC1C=CC(Cl)=CC=1Cl.ClC1C=C2C(=O)OC(=O)C2=CC=1>>[C:9]1(=[O:10])[O:8][C:6](=[O:7])[C:5]2=[CH:11][CH:12]=[CH:2][CH:3]=[C:4]12. Reported procedure: A reaction flask was charged with 1.97 g of 4-chlorotetrahydrophthalic anhydride and 0.98 g of activated carbon (DARCO KB-60). 1,2,4-trichlorobenzene (15 mL) was added and the reaction heated to 190° C. Analysis of the reaction mixture showed the formation of 4-chlorophthalic anhydride, with no phthalic anhydride formed at all.